From a dataset of the Open Reaction Database (ORD), a public repository of structured organic reaction records. describe an organic reaction: reactants, conditions, products, and yield The reactants are ClC=1C=CC(=C(C(=O)C2=CC=CC=C2)C1)N1C(=NN=C1C)CNC(CCl)=O (5-chloro-2-[3-(2-chloroacetamidomethyl)-5-methyl-4H-1,2,4-triazol-4-yl]-benzophenone), CNC (dimethylamine), resultant mixture. Run in CO (methanol), C(Cl)(Cl)Cl (chloroform). Yields the product ClC=1C=CC(=C(C(=O)C2=CC=CC=C2)C1)N1C(=NN=C1C)CNC(CN(C)C)=O (5-chloro-2-[3-(2-dimethylaminoacetamidomethyl)-5-methyl-4H-1,2,4-triazol-4-yl]-benzophenone). Reaction SMILES: [Cl:1][C:2]1[CH:3]=[CH:4][C:5]([N:16]2[C:20]([CH3:21])=[N:19][N:18]=[C:17]2[CH2:22][NH:23][C:24](=[O:27])[CH2:25]Cl)=[C:6]([CH:15]=1)[C:7]([C:9]1[CH:14]=[CH:13][CH:12]=[CH:11][CH:10]=1)=[O:8].[CH3:28][NH:29][CH3:30]>CO.C(Cl)(Cl)Cl>[Cl:1][C:2]1[CH:3]=[CH:4][C:5]([N:16]2[C:20]([CH3:21])=[N:19][N:18]=[C:17]2[CH2:22][NH:23][C:24](=[O:27])[CH2:25][N:29]([CH3:30])[CH3:28])=[C:6]([CH:15]=1)[C:7]([C:9]1[CH:14]=[CH:13][CH:12]=[CH:11][CH:10]=1)=[O:8]. Procedure details: To a solution of 5-chloro-2-[3-(2-chloroacetamidomethyl)-5-methyl-4H-1,2,4-triazol-4-yl]-benzophenone (0.4 g) in methanol (4 ml) and chloroform (8 ml), 40% aqueous dimethylamine (0.5 g) is added, and the resultant mixture is stirred at room temperature for 24 hours. The reaction mixture is evaporated under reduced pressure, and the residue is shaken with methylene chloride (20 ml). The methylene chloride layer is washed with aqueous sodium bicarbonate and water in order, dried over sodium sulfat...